Dataset: the Open Reaction Database (ORD), a public repository of structured organic reaction records. Task: describe an organic reaction: reactants, conditions, products, and yield Starting materials: O=C([O-])[O-], CON=C(C1=NCCO1)c1ccccc1O, FC(F)(F)c1ccc(Cl)nc1, [K+], [K+], [Na+], CN(C)C=O, [OH-]. Product: CON=C(C1=NCCO1)c1ccccc1Oc1ccc(C(F)(F)F)cn1. As a reaction SMILES: [C:1](=[O:2])([O-:3])[O-:4].[CH3:18][O:19][N:20]=[C:21]([c:22]1[c:23]([OH:28])[cH:24][cH:25][cH:26][cH:27]1)[C:29]1=[N:33][CH2:32][CH2:31][O:30]1.[Cl:7][c:8]1[n:9][cH:10][c:11]([C:14]([F:15])([F:16])[F:17])[cH:12][cH:13]1.[K+:5].[K+:6].[Na+:35].[O:36]=[CH:37][N:38]([CH3:39])[CH3:40].[OH-:34]>>[c:8]1([O:28][c:23]2[c:22]([C:21](=[N:20][O:19][CH3:18])[C:29]3=[N:33][CH2:32][CH2:31][O:30]3)[cH:27][cH:26][cH:25][cH:24]2)[n:9][cH:10][c:11]([C:14]([F:15])([F:16])[F:17])[cH:12][cH:13]1. Reactants: C([O-])([O-])=O.[K+].[K+] (Potassium carbonate), C(C)(C)(C)OC(=O)N[C@@H]1C(NC2=C(C(C1)=O)C=CC=C2)=O (3-(S)-t-butyloxycarbonylamino-2,3,4,5-tetrahydro-1H-[1]benzazepin-2,5-dione), C=1C=CC(=C(C1)C(=O)C[C@@H](C(=O)O)N)N (L-kynurenine), BrCC(=O)OC(C)(C)C (t-butyl bromoacetate). Solvent: CC(=O)C (acetone). Reaction conditions: time 16 hour. Product: C(C)(C)(C)OC(=O)N[C@@H]1C(N(C2=C(C(C1)=O)C=CC=C2)CC(=O)OC(C)(C)C)=O (3-(S)-t-butyloxycarbonylamino-1-t-butyloxycarbonylmethyl-2,3,4,5-tetrahydro-1H-[1]benzazepin-2,5-dione). As a reaction SMILES: [C:1]([O:5][C:6]([NH:8][C@H:9]1[CH2:15][C:14](=[O:16])[C:13]2[CH:17]=[CH:18][CH:19]=[CH:20][C:12]=2[NH:11][C:10]1=[O:21])=[O:7])([CH3:4])([CH3:3])[CH3:2].C1C=CC(N)=C(C(C[C@H](N)C(O)=O)=O)C=1.Br[CH2:38][C:39]([O:41][C:42]([CH3:45])([CH3:44])[CH3:43])=[O:40].C(=O)([O-])[O-].[K+].[K+]>CC(C)=O>[C:1]([O:5][C:6]([NH:8][C@H:9]1[CH2:15][C:14](=[O:16])[C:13]2[CH:17]=[CH:18][CH:19]=[CH:20][C:12]=2[N:11]([CH2:38][C:39]([O:41][C:42]([CH3:45])([CH3:44])[CH3:43])=[O:40])[C:10]1=[O:21])=[O:7])([CH3:4])([CH3:2])[CH3:3] |f:3.4.5|. Reported procedure: A solution of 3-(S)-t-butyloxycarbonylamino-2,3,4,5-tetrahydro-1H-[1]benzazepin-2,5-dione (12.5 g) prepared from L-kynurenine as described in Australian J. Chemistry Vol. 33, 633-40 (1980), and t-butyl bromoacetate (10.1 g) in acetone (700 ml) was stirred at room temperature under a dry nitrogen atmosphere. Potassium carbonate (12.5 g) was added in one portion and the resulting suspension was stirred at room temperature for 16 hours. The potassium salts were filtered off and the filtrate evapora... Run in CO (methanol). Reactants: CC(C)(C)NS(=O)(=O)C=1C=2CN(CC2C=CC1)C.B (2,3-Dihydro-N-(1,1-dimethylethyl)-2-methyl-1H-isoindole-4-sulfonamide borane), Cl (hydrochloric acid). Procedure: A suspension of 5.3 g of the compound prepared in Example 16 in 20 ml of methanol was cooled to 10° and 50 ml of concentrated hydrochloric acid was added dropwise at 10°-15° (gas evolution). The reaction mixture was allowed to warm to room temperature and then refluxed 3.75 hours. The reaction solution was cooled and concentrated in vacuo. The white solid was washed with ethanol followed by ethyl acetate then dried to give 4.1 g of 2,3-dihydro-2-methyl-1H-isoindole-4-sulfonamide hydrochloride, m... The product is Cl.CN1CC=2C=CC=C(C2C1)S(=O)(=O)N (2,3-dihydro-2-methyl-1H-isoindole-4-sulfonamide hydrochloride). As a reaction SMILES: CC([NH:5][S:6]([C:9]1[C:10]2[CH2:11][N:12]([CH3:18])[CH2:13][C:14]=2[CH:15]=[CH:16][CH:17]=1)(=[O:8])=[O:7])(C)C.B.[ClH:20]>CO>[ClH:20].[CH3:18][N:12]1[CH2:11][C:10]2[C:9]([S:6]([NH2:5])(=[O:8])=[O:7])=[CH:17][CH:16]=[CH:15][C:14]=2[CH2:13]1 |f:0.1,4.5|. The reactants are C(=O)(Cl)Cl (phosgene), CC1(C(N(C(N1)=O)C1=CC(=C(C=C1)SC)C(F)(F)F)=O)C (5,5-dimethyl-3-(4-methylsulfanyl-3-trifluoromethylphenyl)-imidazolidine-2,4-dione), CSC1=C(C=C(C=C1)N)C(F)(F)F (4-methylsulfanyl-3-trifluoromethylphenylamine), solution. Solvent: C1(=CC=CC=C1)C (toluene), C(C)#N (acetonitrile). Run at temperature 80 celsius, time 2 hour. The product is CC(C(=O)OC(C)(C)C)(C)NC(=O)NC1=CC(=C(C=C1)SC)C(F)(F)F (tert-Butyl 2-methyl-2-[3-(4-methylsulfanyl-3-trifluoromethylphenyl)ureido]propionate). Reaction SMILES: [CH3:1][C:2]1([CH3:21])[NH:6][C:5](=[O:7])[N:4]([C:8]2[CH:13]=[CH:12][C:11]([S:14][CH3:15])=[C:10]([C:16]([F:19])([F:18])[F:17])[CH:9]=2)[C:3]1=[O:20].CS[C:24]1C=CC(N)=[CH:26][C:25]=1[C:31](F)(F)F.C(Cl)(Cl)=[O:36]>C(#N)C.C1(C)C=CC=CC=1>[CH3:1][C:2]([NH:6][C:5]([NH:4][C:8]1[CH:13]=[CH:12][C:11]([S:14][CH3:15])=[C:10]([C:16]([F:19])([F:18])[F:17])[CH:9]=1)=[O:7])([CH3:21])[C:3]([O:36][C:25]([CH3:31])([CH3:26])[CH3:24])=[O:20]. Procedure: Compound 114.1 can be prepared by process “A”. To this end, 1.04 g of 4-methylsulfanyl-3-trifluoromethylphenylamine were dissolved in 25 ml of dry acetonitrile. This solution was added dropwise with stirring to a 20% solution, heated to 70° C., of phosgene in toluene, and then stirred at 80° C. for 2 h. The cooled reaction solution was concentrated under reduced pressure, and the residue was taken up with toluene and concentrated again under reduced pressure. Finally, the residue was dissolved i... The reactants are BrCC1=C(C(=O)OC)C=CC(=C1)[N+](=O)[O-] (methyl 2-(bromomethyl)-4-nitrobenzoate), [NH4+] (ammonium). Run at time 2 hour. Yields the product [N+](=O)([O-])C=1C=C2CNC(C2=CC1)=O (5-nitroisoindolin-1-one). As a reaction SMILES: Br[CH2:2][C:3]1[CH:12]=[C:11]([N+:13]([O-:15])=[O:14])[CH:10]=[CH:9][C:4]=1[C:5](OC)=[O:6].[NH4+:16]>>[N+:13]([C:11]1[CH:12]=[C:3]2[C:4](=[CH:9][CH:10]=1)[C:5](=[O:6])[NH:16][CH2:2]2)([O-:15])=[O:14]. Procedure details: A suspension of methyl 2-(bromomethyl)-4-nitrobenzoate in ammonium solution (7 N in methanol, 5 mL) was stirred at room temperature for 2 hours and concentrated in vacuum to obtain a yellow solid. This crude solid was triturated with ethyl acetate (15 mL) and was then cooled at −20° C. The mixture was filtered to obtain the product 5-nitroisoindolin-1-one as yellow solid. 1H NMR (400 MHz, DMSO-d6) δ ppm 9.04 (br s, 1H), 8.48 (d, 1H, J=2.0 Hz), 8.25 (dd, 1H, J=2.0 Hz, 8.4 Hz), 7.91 (d, 1H, J=8.4 ... Starting materials: OCCO, Cc1ccccc1, CCOC(C)=O, O, O, Cc1ccc(S(=O)(=O)O)cc1, O=Cc1nccs1. Yields the product c1csc(C2OCCO2)n1. Reaction SMILES: [CH2:8]([CH2:9][OH:10])[OH:11].[CH3:25][c:26]1[cH:27][cH:28][cH:29][cH:30][cH:31]1.[CH3:32][CH2:33][O:34][C:35]([CH3:36])=[O:37].[OH2:12].[OH2:24].[c:13]1([CH3:14])[cH:15][cH:16][c:17]([S:18]([OH:19])(=[O:20])=[O:21])[cH:22][cH:23]1.[s:1]1[c:2]([CH:6]=[O:7])[n:3][cH:4][cH:5]1>>[s:1]1[c:2]([CH:6]2[O:7][CH2:8][CH2:9][O:10]2)[n:3][cH:4][cH:5]1. Reactants: ClC=1C(=CC2=C(SC(C2O)C)C1Cl)OC (6,7-dichloro-2,3-dihydro-3-hydroxy-5-methoxy-2-methylbenzo[b]thiophene), B(F)(F)F.CCOCC (boron trifluoride etherate), ice, [OH-].[Na+] (sodium hydroxide). Solvent: C(C)(=O)O (acetic acid). Run at time 1 hour. The product is ClC=1C(=CC2=C(SC(=C2)C)C1Cl)OC (6,7-dichloro-5-methoxy-2-methylbenzo[b]thiophene). Isolated yield 60.9%. As a reaction SMILES: [Cl:1][C:2]1[C:3]([O:14][CH3:15])=[CH:4][C:5]2[CH:9](O)[CH:8]([CH3:11])[S:7][C:6]=2[C:12]=1[Cl:13].B(F)(F)F.CCOCC.[OH-].[Na+]>C(O)(=O)C>[Cl:1][C:2]1[C:3]([O:14][CH3:15])=[CH:4][C:5]2[CH:9]=[C:8]([CH3:11])[S:7][C:6]=2[C:12]=1[Cl:13] |f:1.2,3.4|. Reported procedure: A solution of 3.7 g of 6,7-dichloro-2,3-dihydro-3-hydroxy-5-methoxy-2-methylbenzo[b]thiophene in 20 ml of glacial acetic acid containing 5 ml of boron trifluoride etherate is warmed on a steam bath for 5 min. to form a clear solution. After stirring at room temperature for 1 hour, the solution is poured into an ice-cold solution of 10% sodium hydroxide. The organic materials are extracted 3 times with ether, dried and concentrated under vacuum. The reddish brown residue is purified by dissolving... The reactants are CC1=CC=C(C=C1)S(=O)(=O)NC(OCCC1=CC=C(C=C1)NC1=C(C=C(C(=C1)Cl)C(F)(F)F)[N+](=O)[O-])=O (2-(4-{[5-chloro-2-nitro-4-(trifluoromethyl)phenyl]amino}phenyl)ethyl (4-methylphenyl)sulfonylcarbamate), platinum-sulfided. Solvent: CO (methanol). Reaction conditions: time 5 hour. Product: CC1=CC=C(C=C1)S(=O)(=O)NC(OCCC1=CC=C(C=C1)NC1=C(C=C(C(=C1)Cl)C(F)(F)F)N)=O (2-(4-{[2-amino-5-chloro-4-(trifluoromethyl)phenyl]amino}phenyl)ethyl (4-methylphenyl)sulfonylcarbamate). Yield: 102.0%. As a reaction SMILES: [CH3:1][C:2]1[CH:7]=[CH:6][C:5]([S:8]([NH:11][C:12](=[O:37])[O:13][CH2:14][CH2:15][C:16]2[CH:21]=[CH:20][C:19]([NH:22][C:23]3[CH:28]=[C:27]([Cl:29])[C:26]([C:30]([F:33])([F:32])[F:31])=[CH:25][C:24]=3[N+:34]([O-])=O)=[CH:18][CH:17]=2)(=[O:10])=[O:9])=[CH:4][CH:3]=1>CO>[CH3:1][C:2]1[CH:3]=[CH:4][C:5]([S:8]([NH:11][C:12](=[O:37])[O:13][CH2:14][CH2:15][C:16]2[CH:17]=[CH:18][C:19]([NH:22][C:23]3[CH:28]=[C:27]([Cl:29])[C:26]([C:30]([F:33])([F:31])[F:32])=[CH:25][C:24]=3[NH2:34])=[CH:20][CH:21]=2)(=[O:9])=[O:10])=[CH:6][CH:7]=1. Reported procedure: To a stirred solution of 2-(4-{[5-chloro-2-nitro-4-(trifluoromethyl)phenyl]amino}phenyl)ethyl (4-methylphenyl)sulfonylcarbamate (step 1, 1.51 g, 2.71 mmol) in methanol (250 ml) was added 5% platinum-sulfided on carbon (600 mg). The mixture was stirred at room temperature for 5 h under hydrogen atmosphere (4 atm). The palladium catalyst was removed by filtration and washed with dichloromethane (100 ml). The filtrate was concentrated under reduced pressure to afford 1.46 g (99%) of the title compo...